Dataset: the Open Reaction Database (ORD), a public repository of structured organic reaction records. Task: describe an organic reaction: reactants, conditions, products, and yield The reactants are O=C([O-])O, CNC, CN(C)C=O, CO, COc1ccc2c(c1)OCCn1c-2c(C2CCCCC2)c2ccc(C(=O)NC(C)(C)c3nc4ccc(C(=O)O)cc4[nH]3)cc21, [Na+], C1CCOC1, O, O, On1nnc2ccccc21. The product is COc1ccc2c(c1)OCCn1c-2c(C2CCCCC2)c2ccc(C(=O)NC(C)(C)c3nc4ccc(C(=O)N(C)C)cc4[nH]3)cc21. Reaction SMILES: [C:64](=[O:65])([O-:66])[OH:67].[CH3:50][NH:51][CH3:52].[CH3:69][N:70]([CH3:71])[CH:72]=[O:73].[CH3:75][OH:76].[CH:1]1([c:7]2[c:8]3[c:9]([n:10]4[c:16]2-[c:15]2[c:14]([cH:20][c:19]([O:21][CH3:22])[cH:18][cH:17]2)[O:13][CH2:12][CH2:11]4)[cH:23][c:24]([C:27](=[O:28])[NH:29][C:30]([CH3:31])([CH3:32])[c:33]2[nH:34][c:35]4[c:36]([n:37]2)[cH:38][cH:39][c:40]([C:42](=[O:43])[OH:44])[cH:41]4)[cH:25][cH:26]3)[CH2:2][CH2:3][CH2:4][CH2:5][CH2:6]1.[Na+:68].[O:45]1[CH2:46][CH2:47][CH2:48][CH2:49]1.[OH2:53].[OH2:74].[OH:54][n:55]1[c:56]2[cH:57][cH:58][cH:59][cH:60][c:61]2[n:62][n:63]1>>[CH:1]1([c:7]2[c:8]3[c:9]([n:10]4[c:16]2-[c:15]2[c:14]([cH:20][c:19]([O:21][CH3:22])[cH:18][cH:17]2)[O:13][CH2:12][CH2:11]4)[cH:23][c:24]([C:27](=[O:28])[NH:29][C:30]([CH3:31])([CH3:32])[c:33]2[nH:34][c:35]4[c:36]([n:37]2)[cH:38][cH:39][c:40]([C:42](=[O:44])[N:51]([CH3:50])[CH3:52])[cH:41]4)[cH:25][cH:26]3)[CH2:2][CH2:3][CH2:4][CH2:5][CH2:6]1.